Dataset: the Open Reaction Database (ORD), a public repository of structured organic reaction records. Task: describe an organic reaction: reactants, conditions, products, and yield Starting materials: NC(=O)C1CCNCC1, O=Cc1ccc(-c2cc3nccc(Nc4ccc5[nH]ccc5c4)c3s2)cc1. The product is NC(=O)C1CCN(Cc2ccc(-c3cc4nccc(Nc5ccc6[nH]ccc6c5)c4s3)cc2)CC1. Reaction SMILES: [NH:1]1[CH2:2][CH2:3][CH:4]([C:7](=[O:8])[NH2:9])[CH2:5][CH2:6]1.[nH:10]1[cH:11][cH:12][c:13]2[cH:14][c:15]([NH:19][c:20]3[c:21]4[c:22]([n:23][cH:24][cH:25]3)[cH:26][c:27](-[c:29]3[cH:30][cH:31][c:32]([CH:33]=[O:34])[cH:35][cH:36]3)[s:28]4)[cH:16][cH:17][c:18]12>>[N:1]1([CH2:33][c:32]2[cH:31][cH:30][c:29](-[c:27]3[cH:26][c:22]4[c:21]([c:20]([NH:19][c:15]5[cH:14][c:13]6[cH:12][cH:11][nH:10][c:18]6[cH:17][cH:16]5)[cH:25][cH:24][n:23]4)[s:28]3)[cH:36][cH:35]2)[CH2:2][CH2:3][CH:4]([C:7](=[O:8])[NH2:9])[CH2:5][CH2:6]1. RXN SMILES: [C:1]([C:4]1([C:7]2[CH:40]=[CH:39][CH:38]=[CH:37][C:8]=2[CH2:9][CH2:10][C:11]2[C:16]([CH3:17])=[CH:15][N:14]=[C:13]([NH:18][C:19]3[CH:20]=[N:21][N:22]([CH:24]4[CH2:29][CH2:28][N:27](C(OC(C)(C)C)=O)[CH2:26][CH2:25]4)[CH:23]=3)[N:12]=2)[CH2:6][CH2:5]1)(=[O:3])[NH2:2].C(O)(C(F)(F)F)=O>C(Cl)Cl>[CH3:17][C:16]1[C:11]([CH2:10][CH2:9][C:8]2[CH:37]=[CH:38][CH:39]=[CH:40][C:7]=2[C:4]2([C:1]([NH2:2])=[O:3])[CH2:5][CH2:6]2)=[N:12][C:13]([NH:18][C:19]2[CH:20]=[N:21][N:22]([CH:24]3[CH2:29][CH2:28][NH:27][CH2:26][CH2:25]3)[CH:23]=2)=[N:14][CH:15]=1. Isolated yield 72.0%. The solvent is C(Cl)Cl (DCM). Product: CC=1C(=NC(=NC1)NC=1C=NN(C1)C1CCNCC1)CCC1=C(C=CC=C1)C1(CC1)C(=O)N (1-(2-(2-(5-Methyl-2-((1-(piperidin-4-yl)-1H-pyrazol-4-yl)amino)pyrimidin-4-yl)ethyl)phenyl)cyclopropanecarboxamide), solid. Reaction conditions: time 20 hour. Procedure details: A solution of tert-butyl 4-(4-((4-(2-(1-carbamoylcyclopropyl)phenethyl)-5-methylpyrimidin-2-yl)amino)-1H-pyrazol-1-yl)piperidine-1-carboxylate A43 (0.113 g, 0.207 mmol) in DCM (10 mL) was treated with TFA (0.32 mL, 4.1 mmol) and stirred for 20 hours at room temperature. The volatiles were evaporated in vacuo and aq. NaOH (2 M, 40 mL) was added to the residue. The aqueous phase was extracted with EtOAc (3×40 mL) and the combined organics were washed with brine and dried over MgSO4. The solvent wa... Starting materials: C(N)(=O)C1(CC1)C1=C(CCC2=NC(=NC=C2C)NC=2C=NN(C2)C2CCN(CC2)C(=O)OC(C)(C)C)C=CC=C1 (tert-butyl 4-(4-((4-(2-(1-carbamoylcyclopropyl)phenethyl)-5-methylpyrimidin-2-yl)amino)-1H-pyrazol-1-yl)piperidine-1-carboxylate), C(=O)(C(F)(F)F)O (TFA). Starting materials: BrC1=C(C(=O)N2CC2)C=CC=C1 (1-(2-bromobenzoyl)aziridine), ClC1=CC=C(C=C1)C1(CCNCC1)O (4-(4-chlorophenyl)-4-piperidinol), C1=CC=CC=C1 (benzene). Solvent: CO (methanol). Yields the product BrC1=C(C(=O)NCCN2CCC(CC2)(O)C2=CC=C(C=C2)Cl)C=CC=C1 (2-bromo-N-{2-[4-(4-chlorophenyl)-4-hydroxy-1-piperidinyl]ethyl}benzamide). Reaction SMILES: [Br:1][C:2]1[CH:12]=[CH:11][CH:10]=[CH:9][C:3]=1[C:4]([N:6]1[CH2:8][CH2:7]1)=[O:5].[Cl:13][C:14]1[CH:19]=[CH:18][C:17]([C:20]2([OH:26])[CH2:25][CH2:24][NH:23][CH2:22][CH2:21]2)=[CH:16][CH:15]=1.C1C=CC=CC=1>CO>[Br:1][C:2]1[CH:12]=[CH:11][CH:10]=[CH:9][C:3]=1[C:4]([NH:6][CH2:8][CH2:7][N:23]1[CH2:22][CH2:21][C:20]([C:17]2[CH:18]=[CH:19][C:14]([Cl:13])=[CH:15][CH:16]=2)([OH:26])[CH2:25][CH2:24]1)=[O:5]. Procedure: A mixture of 2.26 parts of 1-(2-bromobenzoyl)aziridine, 2.12 parts of 4-(4-chlorophenyl)-4-piperidinol, 10.8 parts of benzene and 0.8 parts of methanol is stirred and refluxed for 2 hours. The reaction mixture is cooled and evaporated. The residue is crystallized from ethyl acetate. The product is filtered off and dried, yielding 2.5 parts of 2-bromo-N-{2-[4-(4-chlorophenyl)-4-hydroxy-1-piperidinyl]ethyl}benzamide; mp. 120.6° C. The reactants are FC1(CCN(CC1)C(=O)C=1NC2=CC=C(C=C2C1)OC1CCN(CC1)C(C)C)F ((4,4-Difluoro-piperidin-1-yl)-[5-(1-isopropyl-piperidin-4-yloxy)-1H-indol-2-yl]-methanone), FC1(CCN(CC1)C(=O)C=1NC2=CC=C(C=C2C1)OC1CCN(CC1)C(C)C)F ((4,4-Difluoro-piperidin-1-yl)-[5-(1-isopropyl-piperidin-4-yloxy)-1H-indol-2-yl]-methanone), FC(OC1=CC=C(C=C1)B(O)O)(F)F (4-trifluoromethoxybenzene boronic acid). Product: FC1(CCN(CC1)C(=O)C=1N(C2=CC=C(C=C2C1)OC1CCN(CC1)C(C)C)C1=CC=C(C=C1)OC(F)(F)F)F ((4,4-Difluoro-piperidin-1-yl)-[5-(1-isopropyl-piperidin-4-yloxy)-1-(4-trifluoromethoxy-phenyl)-1H-indol-2-yl]-methanone). As a reaction SMILES: [F:1][C:2]1([F:29])[CH2:7][CH2:6][N:5]([C:8]([C:10]2[NH:11][C:12]3[C:17]([CH:18]=2)=[CH:16][C:15]([O:19][CH:20]2[CH2:25][CH2:24][N:23]([CH:26]([CH3:28])[CH3:27])[CH2:22][CH2:21]2)=[CH:14][CH:13]=3)=[O:9])[CH2:4][CH2:3]1.[F:30][C:31]([F:43])([F:42])[O:32][C:33]1[CH:38]=[CH:37][C:36](B(O)O)=[CH:35][CH:34]=1>>[F:29][C:2]1([F:1])[CH2:7][CH2:6][N:5]([C:8]([C:10]2[N:11]([C:36]3[CH:35]=[CH:34][C:33]([O:32][C:31]([F:30])([F:42])[F:43])=[CH:38][CH:37]=3)[C:12]3[C:17]([CH:18]=2)=[CH:16][C:15]([O:19][CH:20]2[CH2:25][CH2:24][N:23]([CH:26]([CH3:27])[CH3:28])[CH2:22][CH2:21]2)=[CH:14][CH:13]=3)=[O:9])[CH2:4][CH2:3]1. Procedure details: In analogy to the procedure described for the synthesis of example 6, the title compound was synthesized from (4,4-difluoro-piperidin-1-yl)-[5-(1-isopropyl-piperidin-4-yloxy)-1H-indol-2-yl]-methanone (intermediate 1) and 4-trifluoromethoxybenzene boronic acid. The title compound was obtained in 84% yield as white foam. MS (m/e): 566.4 (MH+, 100%). Starting materials: C1(=CC=CC=C1)C(N1CCC(CC1)=O)(C1=CC=CC=C1)C1=CC=CC=C1 (1-(triphenylmethyl)piperidin-4-one), N1CCCC1 (pyrrolidine), C(C)OC(CN1C=NC=C1C=O)=O (ethyl(5-formyl-1H-imidazol-1-yl)acetate). The solvent is C1=CC=CC=C1 (benzene), C1=CC=CC=C1 (benzene). The product is C(C)OC(=O)CN1C=NC=C1\C=C\1/CN(CCC1=O)C(C1=CC=CC=C1)(C1=CC=CC=C1)C1=CC=CC=C1 ((E)-3-{[1-(ethoxycarbonylmethyl)-1H-imidazol-5-yl]methylidene}-1-(triphenylmethyl)piperidin-4-one). Isolated yield 18.5%. Reaction SMILES: [C:1]1([C:7]([C:21]2[CH:26]=[CH:25][CH:24]=[CH:23][CH:22]=2)([C:15]2[CH:20]=[CH:19][CH:18]=[CH:17][CH:16]=2)[N:8]2[CH2:13][CH2:12][C:11](=[O:14])[CH2:10][CH2:9]2)[CH:6]=[CH:5][CH:4]=[CH:3][CH:2]=1.N1CCCC1.[CH2:32]([O:34][C:35](=[O:44])[CH2:36][N:37]1[C:41]([CH:42]=O)=[CH:40][N:39]=[CH:38]1)[CH3:33]>C1C=CC=CC=1>[CH2:32]([O:34][C:35]([CH2:36][N:37]1[C:41](/[CH:42]=[C:10]2\[CH2:9][N:8]([C:7]([C:1]3[CH:2]=[CH:3][CH:4]=[CH:5][CH:6]=3)([C:15]3[CH:16]=[CH:17][CH:18]=[CH:19][CH:20]=3)[C:21]3[CH:22]=[CH:23][CH:24]=[CH:25][CH:26]=3)[CH2:13][CH2:12][C:11]\2=[O:14])=[CH:40][N:39]=[CH:38]1)=[O:44])[CH3:33]. Reported procedure: To a solution of 1-(triphenylmethyl)piperidin-4-one (3.66 g) in benzene (40 ml) was added pyrrolidine (0.97 ml), and the mixture was heated under reflux for 3.5 hours. To this mixture was added a solution of ethyl(5-formyl-1H-imidazol-1-yl)acetate (1.95 g) in benzene (10 ml) under cooling using an ice bath. Then, the whole was heated further under reflux for 8.5 hours. After cooling, the mixture was partitioned between water and ethyl acetate. The organic layer was washed with a saturated aqueou... Starting materials: C(C)(=O)C=1C=NC2=CC=C(N=C2C1NC1CCC(CC1)NC(OC(C)(C)C)=O)C1=CC(=C(C(=C1)Cl)O)Cl (tert-butyl (4-{[3-acetyl-6-(3,5-dichloro-4-hydroxyphenyl)-1,5-naphthyridin-4-yl]amino}cyclohexyl)carbamate), C(=O)(C(F)(F)F)O (TFA), C1(=C(C(=C(C(=C1F)F)F)N)F)N.Cl.Cl (dihydrochloride). Product: Cl.Cl.N[C@@H]1CC[C@H](CC1)NC1=C(C=NC2=CC=C(N=C12)C1=CC(=C(C(=C1)Cl)O)Cl)C(C)=O (1-{4-[trans-(4-Aminocyclohexyl)amino]-6-(3,5-dichloro-4-hydroxyphenyl)-1,5-naphthyridin-3-yl}-ethanone dihydrochloride). The yield is 27.0%. RXN SMILES: [C:1]([C:4]1[CH:5]=[N:6][C:7]2[C:12]([C:13]=1[NH:14][CH:15]1[CH2:20][CH2:19][CH:18]([NH:21]C(=O)OC(C)(C)C)[CH2:17][CH2:16]1)=[N:11][C:10]([C:29]1[CH:34]=[C:33]([Cl:35])[C:32]([OH:36])=[C:31]([Cl:37])[CH:30]=1)=[CH:9][CH:8]=2)(=[O:3])[CH3:2].C(O)(C(F)(F)F)=O.C1(N)C(F)=C(F)C(F)=C(N)C=1F.[ClH:57].Cl>>[ClH:35].[ClH:57].[NH2:21][C@H:18]1[CH2:19][CH2:20][C@H:15]([NH:14][C:13]2[C:12]3[C:7](=[CH:8][CH:9]=[C:10]([C:29]4[CH:30]=[C:31]([Cl:37])[C:32]([OH:36])=[C:33]([Cl:35])[CH:34]=4)[N:11]=3)[N:6]=[CH:5][C:4]=2[C:1](=[O:3])[CH3:2])[CH2:16][CH2:17]1 |f:2.3.4,5.6.7|. Procedure: Following general procedure IV-2, tert-butyl (4-{[3-acetyl-6-(3,5-dichloro-4-hydroxyphenyl)-1,5-naphthyridin-4-yl]amino}cyclohexyl)carbamate (0.23 mmol) was reacted with TFA (2 mL) followed by formation of the dihydrochloride salt to afford the desired product (32 mg, 27% over two steps) as a gray solid: 1H NMR (300 MHz, D2O) δ 8.96 (s, 1H), 8.18-8.00 (m, 2H), 7.53 (s, 2H), 3.28-3.23 (m, 1H), 2.68 (s, 3H), 2.28-2.24 (m, 2H), 2.16-2.13 (m, 2H), 1.76-1.64 (m, 2H), 1.57-1.45 (m, 2H); ESI MS m/z 445... The reactants are Cl, [Na+], Fc1cc(C2OCCCO2)ccc1-c1nc2ccc(C3(c4ccccc4)CC=CC3)nc2s1, [OH-]. Product: O=Cc1ccc(-c2nc3ccc(C4(c5ccccc5)CC=CC4)nc3s2)c(F)c1. RXN SMILES: [ClH:34].[Na+:36].[O:1]1[CH:2]([c:7]2[cH:8][c:9]([F:33])[c:10](-[c:13]3[s:14][c:15]4[n:16][c:17]([C:22]5([c:27]6[cH:28][cH:29][cH:30][cH:31][cH:32]6)[CH2:23][CH:24]=[CH:25][CH2:26]5)[cH:18][cH:19][c:20]4[n:21]3)[cH:11][cH:12]2)[O:6][CH2:5][CH2:4][CH2:3]1.[OH-:35]>>[O:1]=[CH:2][c:7]1[cH:8][c:9]([F:33])[c:10](-[c:13]2[s:14][c:15]3[n:16][c:17]([C:22]4([c:27]5[cH:28][cH:29][cH:30][cH:31][cH:32]5)[CH2:23][CH:24]=[CH:25][CH2:26]4)[cH:18][cH:19][c:20]3[n:21]2)[cH:11][cH:12]1. The reactants are ClC1=CC=C(CNC(=O)C=2C(C=3C=4N(CC(NC4C=C(C3)CN3CCOCC3)=O)C2)=O)C=C1 (N-(4-Chlorobenzyl)-9-(4-morpholinylmethyl)-2,7-dioxo-2,3-dihydro-1H,7H-pyrido[1,2,3-de]quinoxaline-6-carboxamide), C(C1=CC=CC=C1)N (benzylamine). Product: C(C1=CC=CC=C1)NC1=NC=2C=C(C=C3C2N(C1)C=C(C3=O)C(=O)NCC3=CC=C(C=C3)Cl)CN3CCOCC3 (2-(Benzylamino)-N-(4-chlorobenzyl)-9-(4-morpholinylmethyl)-7-oxo-3H,7H-pyrido[1,2,3-de]quinoxaline-6-carboxamide). Reaction SMILES: [Cl:1][C:2]1[CH:33]=[CH:32][C:5]([CH2:6][NH:7][C:8]([C:10]2[C:11](=[O:31])[C:12]3[C:13]4[N:14]([CH:30]=2)[CH2:15][C:16](=O)[NH:17][C:18]=4[CH:19]=[C:20]([CH2:22][N:23]2[CH2:28][CH2:27][O:26][CH2:25][CH2:24]2)[CH:21]=3)=[O:9])=[CH:4][CH:3]=1.[CH2:34]([NH2:41])[C:35]1[CH:40]=[CH:39][CH:38]=[CH:37][CH:36]=1>>[CH2:34]([NH:41][C:16]1[CH2:15][N:14]2[CH:30]=[C:10]([C:8]([NH:7][CH2:6][C:5]3[CH:4]=[CH:3][C:2]([Cl:1])=[CH:33][CH:32]=3)=[O:9])[C:11](=[O:31])[C:12]3[C:13]2=[C:18]([CH:19]=[C:20]([CH2:22][N:23]2[CH2:24][CH2:25][O:26][CH2:27][CH2:28]2)[CH:21]=3)[N:17]=1)[C:35]1[CH:40]=[CH:39][CH:38]=[CH:37][CH:36]=1. Procedure: N-(4-Chlorobenzyl)-9-(4-morpholinylmethyl)-2,7-dioxo-2,3-dihydro-1H,7H-pyrido[1,2,3-de]quinoxaline-6-carboxamide (Example 3, 30 mg) is heated under reflux with benzylamine (0.5 mL) for 18 h. The benzylamine is evaporated and the product is triturated with ether to give the title compound (18 mg), which is crystallized from ethyl acetate. Physical characteristics: M.p. 235-240° C.; 1H NMR (CDCl3) δ2.36, 3.51, 3.57, 4.55, 4.63, 7.2-7.5, 7.64, 8.20, 8.62, 10.5; HRMS m/z 555.2128 (C31H30ClN5O3).